From a dataset of the Open Reaction Database (ORD), a public repository of structured organic reaction records. describe an organic reaction: reactants, conditions, products, and yield Reactants: C(C)(=O)O (acetic acid), [OH-].[Na+] (sodium hydroxide), C(C)N1C(=NC(=C1)C1=CC(=C(C=C1)F)C)CC#N ((1-ethyl-4-(4-fluoro-3-methyl-phenyl)-1H-imidazol-2-yl)-acetonitrile). The solvent is O (water), O (water), CS(=O)C (DMSO). Reaction conditions: temperature 100 celsius, time 4 hour. The product is C(C)N1C(=NC(=C1)C1=CC(=C(C=C1)F)C)CC(=O)O ((1-Ethyl-4-(4-fluoro-3-methyl-phenyl)-1H-imidazol-2-yl)-acetic acid). As a reaction SMILES: [OH-].[Na+].[CH2:3]([N:5]1[CH:9]=[C:8]([C:10]2[CH:15]=[CH:14][C:13]([F:16])=[C:12]([CH3:17])[CH:11]=2)[N:7]=[C:6]1CC#N)[CH3:4].[C:21]([OH:24])(=[O:23])[CH3:22]>O.CS(C)=O>[CH2:3]([N:5]1[CH:9]=[C:8]([C:10]2[CH:15]=[CH:14][C:13]([F:16])=[C:12]([CH3:17])[CH:11]=2)[N:7]=[C:6]1[CH2:22][C:21]([OH:24])=[O:23])[CH3:4] |f:0.1|. Procedure details: 930 mg sodium hydroxide in 6 mL water was added to 525 mg (1-ethyl-4-(4-fluoro-3-methyl-phenyl)-1H-imidazol-2-yl)-acetonitrile in 2 mL DMSO. The reaction was stirred 4 h at 100° C. The mixture was diluted with water acidified with concentrated acetic acid and extracted with ethylacetate. The organic layer was dried and evaporated. The residue was crystallized with diethyl ether to give 60 mg of the desired product. Rt: 0.94 min (method K), (M+H)+: 263